From a dataset of the Open Reaction Database (ORD), a public repository of structured organic reaction records. describe an organic reaction: reactants, conditions, products, and yield The reactants are O=C1CCC(=O)N1Br, CN(C)C=O, O, Nc1ccc(-c2ccccc2)nc1. The product is Nc1ccc(-c2ccccc2)nc1Br. As a reaction SMILES: [Br:14][N:15]1[C:16](=[O:17])[CH2:18][CH2:19][C:20]1=[O:21].[O:22]=[CH:23][N:24]([CH3:25])[CH3:26].[OH2:27].[c:1]1(-[c:7]2[cH:8][cH:9][c:10]([NH2:13])[cH:11][n:12]2)[cH:2][cH:3][cH:4][cH:5][cH:6]1>>[c:1]1(-[c:7]2[cH:8][cH:9][c:10]([NH2:13])[c:11]([Br:14])[n:12]2)[cH:2][cH:3][cH:4][cH:5][cH:6]1. The reactants are CCCCCC(C=CC1C(O)C=CC1CC=CCCCC(=O)OC)OC(C)=O, CC(C)=O, O. The product is CCCCCC(C=CC1C(=O)C=CC1CC=CCCCC(=O)OC)OC(C)=O. Reaction SMILES: [C:1]([CH3:2])(=[O:3])[O:4][CH:5]([CH:6]=[CH:7][CH:8]1[CH:9]([OH:23])[CH:10]=[CH:11][CH:12]1[CH2:13][CH:14]=[CH:15][CH2:16][CH2:17][CH2:18][C:19](=[O:20])[O:21][CH3:22])[CH2:24][CH2:25][CH2:26][CH2:27][CH3:28].[CH3:29][C:30](=[O:31])[CH3:32].[OH2:33]>>[C:1]([CH3:2])(=[O:3])[O:4][CH:5]([CH:6]=[CH:7][CH:8]1[C:9](=[O:23])[CH:10]=[CH:11][CH:12]1[CH2:13][CH:14]=[CH:15][CH2:16][CH2:17][CH2:18][C:19](=[O:20])[O:21][CH3:22])[CH2:24][CH2:25][CH2:26][CH2:27][CH3:28].